This data is from the Open Reaction Database (ORD), a public repository of structured organic reaction records. The task is: describe an organic reaction: reactants, conditions, products, and yield RXN SMILES: [CH3:21][CH2:22][OH:23].[Cl:8][C:9]1=[N:15][CH2:14][c:13]2[c:12]([cH:19][cH:18][cH:17][c:16]2[Cl:20])[S:11][CH2:10]1.[NH2:1][c:2]1[cH:3][cH:4][cH:5][cH:6][cH:7]1>>[N:1]([c:2]1[cH:3][cH:4][cH:5][cH:6][cH:7]1)=[C:9]1[CH2:10][S:11][c:12]2[c:13]([c:16]([Cl:20])[cH:17][cH:18][cH:19]2)[CH2:14][NH:15]1. Reactants: CCO, ClC1=NCc2c(Cl)cccc2SC1, Nc1ccccc1. Product: Clc1cccc2c1CNC(=Nc1ccccc1)CS2. Starting materials: CC(=O)O, CC(C)c1nccc2c(CN)cccc12, O=N[O-], [Na+], [Na+], [OH-], O. Product: CC(C)c1nccc2c(CO)cccc12. RXN SMILES: [CH3:22][C:23](=[O:24])[OH:25].[CH:1]([CH3:2])([CH3:3])[c:4]1[n:5][cH:6][cH:7][c:8]2[c:9]([CH2:14][NH2:15])[cH:10][cH:11][cH:12][c:13]12.[N:16](=[O:17])[O-:18].[Na+:19].[Na+:21].[OH-:20].[OH2:26]>>[CH:1]([CH3:2])([CH3:3])[c:4]1[n:5][cH:6][cH:7][c:8]2[c:9]([CH2:14][OH:17])[cH:10][cH:11][cH:12][c:13]12. Reactants: CCNC(=O)Nc1nc2cc(OCc3ccccc3)cc(-c3cc(C)ccn3)c2s1, CS(=O)(=O)O, ClCCl. Yields the product CCNC(=O)Nc1nc2cc(O)cc(-c3cc(C)ccn3)c2s1. As a reaction SMILES: [CH2:1]([c:2]1[cH:3][cH:4][cH:5][cH:6][cH:7]1)[O:8][c:9]1[cH:10][c:11](-[c:24]2[n:25][cH:26][cH:27][c:28]([CH3:30])[cH:29]2)[c:12]2[c:13]([n:14][c:15]([NH:17][C:18](=[O:19])[NH:20][CH2:21][CH3:22])[s:16]2)[cH:23]1.[CH3:31][S:32](=[O:33])(=[O:34])[OH:35].[Cl:36][CH2:37][Cl:38]>>[OH:8][c:9]1[cH:10][c:11](-[c:24]2[n:25][cH:26][cH:27][c:28]([CH3:30])[cH:29]2)[c:12]2[c:13]([n:14][c:15]([NH:17][C:18](=[O:19])[NH:20][CH2:21][CH3:22])[s:16]2)[cH:23]1. Reactants: aldehyde, FC=1C=C(C=CC1S(=O)(=O)C)C1=C(N=C(S1)NC(C)=O)C (N-[5-(3-Fluoro-4-methanesulfonyl-phenyl)-4-methyl-thiazol-2-yl]-acetamide), [Na+].CS(=O)[O-] (methane sulfinic acid sodium salt), FC=1C=C(C=O)C=CC1S(=O)(=O)C (3-Fluoro-4-methanesulfonyl-benzaldehyde). Yields the product CS(=O)(=O)C=1C=C(C=CC1S(=O)(=O)C)C1=C(N=C(S1)NC(C)=O)C (N-[5-(3,4-Bis-methanesulfonyl-phenyl)-4-methyl-thiazol-2-yl]-acetamide). As a reaction SMILES: F[C:2]1[CH:3]=[C:4]([C:12]2[S:16][C:15]([NH:17][C:18](=[O:20])[CH3:19])=[N:14][C:13]=2[CH3:21])[CH:5]=[CH:6][C:7]=1[S:8]([CH3:11])(=[O:10])=[O:9].[Na+].[CH3:23][S:24]([O-:26])=[O:25].FC1C=C(C=CC=1S(C)(=O)=O)C=O>>[CH3:23][S:24]([C:2]1[CH:3]=[C:4]([C:12]2[S:16][C:15]([NH:17][C:18](=[O:20])[CH3:19])=[N:14][C:13]=2[CH3:21])[CH:5]=[CH:6][C:7]=1[S:8]([CH3:11])(=[O:10])=[O:9])(=[O:26])=[O:25] |f:1.2|. Procedure: This is isolated as a minor by product in the synthesis of N-[5-(3-Fluoro-4-methanesulfonyl-phenyl)-4-methyl-thiazol-2-yl]-acetamide (Example 64) when excess methane sulfinic acid sodium salt is added in the first step of the synthesis (64a). The resulting aldehyde is converted into the title compound by the procedure described in parts 64b-d.